From a dataset of the Open Reaction Database (ORD), a public repository of structured organic reaction records. describe an organic reaction: reactants, conditions, products, and yield Starting materials: O=C([O-])[O-], NC1=NC2(CO1)c1cc(OS(=O)(=O)C(F)(F)F)ccc1Oc1c(F)cc(C3=CCOCC3)cc12, [K+], [K+], CN(C)C=O, c1ccc(P(c2ccccc2)(c2ccccc2)[Pd](P(c2ccccc2)(c2ccccc2)c2ccccc2)(P(c2ccccc2)(c2ccccc2)c2ccccc2)P(c2ccccc2)(c2ccccc2)c2ccccc2)cc1, OB(O)c1cncnc1. Product: NC1=NC2(CO1)c1cc(-c3cncnc3)ccc1Oc1c(F)cc(C3=CCOCC3)cc12. Reaction SMILES: [C:44](=[O:45])([O-:46])[O-:47].[F:1][C:2]([F:3])([F:4])[S:5]([O:6][c:7]1[cH:8][cH:9][c:10]2[c:24]([cH:25]1)[C:18]1([c:17]3[c:12]([c:13]([F:32])[cH:14][c:15]([C:26]4=[CH:31][CH2:30][O:29][CH2:28][CH2:27]4)[cH:16]3)[O:11]2)[N:19]=[C:20]([NH2:23])[O:21][CH2:22]1)(=[O:33])=[O:34].[K+:48].[K+:49].[O:127]=[CH:128][N:129]([CH3:130])[CH3:131].[cH:50]1[cH:51][cH:52][c:53]([P:54]([Pd:55]([P:56]([c:57]2[cH:58][cH:59][cH:60][cH:61][cH:62]2)([c:63]2[cH:64][cH:65][cH:66][cH:67][cH:68]2)[c:69]2[cH:70][cH:71][cH:72][cH:73][cH:74]2)([P:75]([c:76]2[cH:77][cH:78][cH:79][cH:80][cH:81]2)([c:82]2[cH:83][cH:84][cH:85][cH:86][cH:87]2)[c:88]2[cH:89][cH:90][cH:91][cH:92][cH:93]2)[P:94]([c:95]2[cH:96][cH:97][cH:98][cH:99][cH:100]2)([c:101]2[cH:102][cH:103][cH:104][cH:105][cH:106]2)[c:107]2[cH:108][cH:109][cH:110][cH:111][cH:112]2)([c:113]2[cH:114][cH:115][cH:116][cH:117][cH:118]2)[c:119]2[cH:120][cH:121][cH:122][cH:123][cH:124]2)[cH:125][cH:126]1.[n:35]1[cH:36][n:37][cH:38][c:39]([B:41]([OH:42])[OH:43])[cH:40]1>>[c:7]1(-[c:39]2[cH:38][n:37][cH:36][n:35][cH:40]2)[cH:8][cH:9][c:10]2[c:24]([cH:25]1)[C:18]1([c:17]3[c:12]([c:13]([F:32])[cH:14][c:15]([C:26]4=[CH:31][CH2:30][O:29][CH2:28][CH2:27]4)[cH:16]3)[O:11]2)[N:19]=[C:20]([NH2:23])[O:21][CH2:22]1. Reactants: CC(C)(C)NCC(O)c1ccc(OCc2ccccc2)cn1, CCO, Cl. Product: CC(C)(C)NCC(O)c1ccc(O)cn1. RXN SMILES: [CH2:1]([c:2]1[cH:3][cH:4][cH:5][cH:6][cH:7]1)[O:8][c:9]1[cH:10][cH:11][c:12]([CH:15]([OH:16])[CH2:17][NH:18][C:19]([CH3:20])([CH3:21])[CH3:22])[n:13][cH:14]1.[CH3:24][CH2:25][OH:26].[ClH:23]>>[OH:8][c:9]1[cH:10][cH:11][c:12]([CH:15]([OH:16])[CH2:17][NH:18][C:19]([CH3:20])([CH3:21])[CH3:22])[n:13][cH:14]1. The reactants are ClC=1C=CC2=C(C(CCC(N2C(C2=CN=C(C=C2)NC(C2=C(C=CC=C2)Cl)=O)=O)C=C=O)N2CCN(CC2)C(=O)OC(C)(C)C)C1 (7-chloro-5-(4-t-butoxycarbonyl-1-piperazinyl)-carbonylmethyl-1-[6-(2-chlorobenzoylamino)nicotinoyl]-2,3,4,5-tetrahydro-1H-benzazepine), Cl (hydrochloric acid), O1CCOCC1 (dioxane), [OH-].[Na+] (sodium hydroxide), O (Water). Reaction conditions: time 8 hour. The product is ClC=1C=CC2=C(C(CCC(N2C(C2=CN=C(C=C2)NC(C2=C(C=CC=C2)Cl)=O)=O)CC(=O)O)N2CCNCC2)C1 (7-chloro-5-(1-piperazinyl)carboxymethyl-1-[6-(2-chlorobenzoylamino)nicotinoyl]-2,3,4,5-tetrahydro-1H-benzazepine). Reaction SMILES: [Cl:1][C:2]1[CH:3]=[CH:4][C:5]2[N:11]([C:12](=[O:29])[C:13]3[CH:18]=[CH:17][C:16]([NH:19][C:20](=[O:28])[C:21]4[CH:26]=[CH:25][CH:24]=[CH:23][C:22]=4[Cl:27])=[N:15][CH:14]=3)[CH:10](C=C=O)[CH2:9][CH2:8][CH:7]([N:33]3[CH2:38][CH2:37][N:36](C(OC(C)(C)C)=O)[CH2:35][CH2:34]3)[C:6]=2[CH:46]=1.Cl.[OH2:48].[OH-].[Na+].[O:51]1[CH2:56][CH2:55]OCC1>>[Cl:1][C:2]1[CH:3]=[CH:4][C:5]2[N:11]([C:12](=[O:29])[C:13]3[CH:18]=[CH:17][C:16]([NH:19][C:20](=[O:28])[C:21]4[CH:26]=[CH:25][CH:24]=[CH:23][C:22]=4[Cl:27])=[N:15][CH:14]=3)[CH:10]([CH2:55][C:56]([OH:51])=[O:48])[CH2:9][CH2:8][CH:7]([N:33]3[CH2:34][CH2:35][NH:36][CH2:37][CH2:38]3)[C:6]=2[CH:46]=1 |f:3.4|. Procedure: To a solution of 7-chloro-5-(4-t-butoxycarbonyl-1-piperazinyl)-carbonylmethyl-1-[6-(2-chlorobenzoylamino)nicotinoyl]-2,3,4,5-tetrahydro-1H-benzazepine (1.2 g)in dioxane (20 ml)is added 5 N hydrochloric acid (2 ml), and the mixture is stirred at room temperature overnight. Water is added to the reaction mixture, and the mixture is made basic with aqueous sodium hydroxide solution, and extracted with dichloromethane. The extract is washed with water, dried over magnesium sulfate, and evaporated un... Starting materials: ClC1=CC=2C(N(CC(OC2N=C1)CCCl)C)=S (7-chloro-2-(2-chloroethyl)-2,3-dihydro-4-methylpyrido[3,2-f]-1,4-oxazepine-5(4H)-thione), C([O-])([O-])=O.[K+].[K+] (potassium carbonate), N1CCC1 (azetidine), CS(=O)C (dimethyl sulfoxide), N1CCC1 (azetidine), 0.5, N1CCC1 (azetidine). The solvent is O (water). Reaction conditions: time 24 hour. The product is C(C(=O)O)(=O)O.N1(CCC1)CCC1OC2=C(C(N(C1)C)=S)C=C(C=N2)Cl (2-(1-Azetidinyl]ethyl-7-chloro-2,3-dihydro-4-methylpyrido[3,2-f][1,4]-oxazepine-5(4H)-thione oxalate). Isolated yield 82.0%. Reaction SMILES: [Cl:1][C:2]1[CH:12]=[N:11][C:10]2[O:9][CH:8]([CH2:13][CH2:14]Cl)[CH2:7][N:6]([CH3:16])[C:5](=[S:17])[C:4]=2[CH:3]=1.[C:18](=[O:21])([O-:20])[O-].[K+].[K+].[NH:24]1[CH2:27][CH2:26][CH2:25]1.CS(C)=[O:30]>O>[C:10]([OH:9])(=[O:30])[C:18]([OH:20])=[O:21].[N:24]1([CH2:14][CH2:13][CH:8]2[CH2:7][N:6]([CH3:16])[C:5](=[S:17])[C:4]3[CH:3]=[C:2]([Cl:1])[CH:12]=[N:11][C:10]=3[O:9]2)[CH2:27][CH2:26][CH2:25]1 |f:1.2.3,7.8|. Procedure details: To a solution of 4.75 g (0.0164 mole) of 7-chloro-2-(2-chloroethyl)-2,3-dihydro-4-methylpyrido[3,2-f]-1,4-oxazepine-5(4H)-thione in 40 ml of dimethyl sulfoxide was added 8.0 g of crushed potassium carbonate and 1.4 g (0.0246 mole) of azetidine. The flask was sealed and stirred at room temperature for 24 hr after which an additional 0.6 g (0.011 mole) of azetidine was added. After 24 hr, another 0.5 (0.009 mole) of azetidine was added and stirring continued at room temperature. After 48 hr, the e...